Dataset: the Open Reaction Database (ORD), a public repository of structured organic reaction records. Task: describe an organic reaction: reactants, conditions, products, and yield Starting materials: NC1=C(CO)C=CC=C1 (o-aminobenzyl alcohol), O=CC(Cl)(Cl)Cl (chloral). The solvent is C1(=CC=CC=C1)C (toluene). Reaction conditions: time 30 minute. Product: ClC(C1OCC2=C(N1)C=CC=C2)(Cl)Cl (1,2-dihydro-2-trichloromethyl-4H-benzo[d]-[1,3]-oxazine). Reaction SMILES: [NH2:1][C:2]1[CH:9]=[CH:8][CH:7]=[CH:6][C:3]=1[CH2:4][OH:5].O=[CH:11][C:12]([Cl:15])([Cl:14])[Cl:13]>C1(C)C=CC=CC=1>[Cl:13][C:12]([Cl:15])([Cl:14])[CH:11]1[NH:1][C:2]2[CH:9]=[CH:8][CH:7]=[CH:6][C:3]=2[CH2:4][O:5]1. Procedure: A solution of o-aminobenzyl alcohol (2.4 g.) in toluene (5 ml.) was stirred at ambient temperature while anhydrous chloral (2.0 ml.) was added dropwise. The mixture was stirred for 30 minutes, and evaporated to dryness to yield an oil, which was crystallised from aqueous ethanol to give 1,2-dihydro-2-trichloromethyl-4H-benzo[d]-[1,3]-oxazine, m.p. 90°-92° C. Starting materials: Cl.Cl.NC1=CC(=C(C(=O)NCC2CCNCC2)C=C1Cl)OC (4-Amino-5-chloro-2-methoxy-N-(piperidin-4-ylmethyl)benzamide dihydrochloride), BrCCCCCC(=O)C1=CN(C2=CC=CC=C12)CC1=CC=CC=C1 (6-bromo-1-(1-benzyl-1 H-indol-3-yl)-1-hexanone). Yields the product NC1=CC(=C(C(=O)NCC2CCN(CC2)CCCCCC(=O)C2=CN(C3=CC=CC=C23)CC2=CC=CC=C2)C=C1Cl)OC (4-amino-5-chloro-2-methoxy-N-((1-(6-(1-benzyl-1 H-indol-3-yl)-6-oxohexyl)piperidin-4-yl)methyl)benzamide). Reaction SMILES: Cl.Cl.[NH2:3][C:4]1[C:19]([Cl:20])=[CH:18][C:7]([C:8]([NH:10][CH2:11][CH:12]2[CH2:17][CH2:16][NH:15][CH2:14][CH2:13]2)=[O:9])=[C:6]([O:21][CH3:22])[CH:5]=1.Br[CH2:24][CH2:25][CH2:26][CH2:27][CH2:28][C:29]([C:31]1[C:39]2[C:34](=[CH:35][CH:36]=[CH:37][CH:38]=2)[N:33]([CH2:40][C:41]2[CH:46]=[CH:45][CH:44]=[CH:43][CH:42]=2)[CH:32]=1)=[O:30]>>[NH2:3][C:4]1[C:19]([Cl:20])=[CH:18][C:7]([C:8]([NH:10][CH2:11][CH:12]2[CH2:13][CH2:14][N:15]([CH2:24][CH2:25][CH2:26][CH2:27][CH2:28][C:29]([C:31]3[C:39]4[C:34](=[CH:35][CH:36]=[CH:37][CH:38]=4)[N:33]([CH2:40][C:41]4[CH:42]=[CH:43][CH:44]=[CH:45][CH:46]=4)[CH:32]=3)=[O:30])[CH2:16][CH2:17]2)=[O:9])=[C:6]([O:21][CH3:22])[CH:5]=1 |f:0.1.2|. Procedure: 4-Amino-5-chloro-2-methoxy-N-(piperidin-4-ylmethyl)benzamide dihydrochloride (1.50 g) as starting compound and 6-bromo-1-(1-benzyl-1 H-indol-3-yl)-1-hexanone were reacted and treated in the same manner as in Example 199 to give 0.43 g of 4-amino-5-chloro-2-methoxy-N-((1-(6-(1-benzyl-1 H-indol-3-yl)-6-oxohexyl)piperidin-4-yl)methyl)benzamide. The reactants are C(C1=CC=CC=C1)(C1=CC=CC=C1)N1CC(C1)N(S(=O)=O)CC1=CC(=CC(=C1)F)F (N-(1-benzhydrylazetidin-3-yl)-N-(3,5-difluorophenyl)methylsulfonamide), [H][H] (hydrogen). The reagents and catalysts are [OH-].[Pd+2].[OH-] (palladium hydroxide). Solvent: Cl (hydrochloric acid), C(C)(=O)O (acetic acid). Product: N1CC(C1)N(S(=O)=O)CC1=CC(=CC(=C1)F)F (N-azetidin-3-yl-N-(3,5-difluorophenyl)methylsulfonamide). Isolated yield 102.9%. RXN SMILES: C([N:14]1[CH2:17][CH:16]([N:18]([CH2:22][C:23]2[CH:28]=[C:27]([F:29])[CH:26]=[C:25]([F:30])[CH:24]=2)[SH:19](=[O:21])=[O:20])[CH2:15]1)(C1C=CC=CC=1)C1C=CC=CC=1.[H][H]>Cl.C(O)(=O)C.[OH-].[Pd+2].[OH-]>[NH:14]1[CH2:17][CH:16]([N:18]([CH2:22][C:23]2[CH:28]=[C:27]([F:29])[CH:26]=[C:25]([F:30])[CH:24]=2)[SH:19](=[O:20])=[O:21])[CH2:15]1 |f:4.5.6|. Procedure: N-Azetidin-3-yl-N-(3,5-difluorophenyl)methylsulfonamide hydrochloride is obtained in the following manner: in a 500-cm3 hydrogenator, a solution of 1 g of N-(1-benzhydrylazetidin-3-yl)-N-(3,5-difluorophenyl)methylsulfonamide in a mixture of 2.5 cm3 of 1M hydrochloric acid and 0.41 cm3 of acetic acid is hydrogenated in the presence of 0.161 g of palladium hydroxide at a hydrogen pressure of 30 bar for 4 hours. The catalyst is removed by filtration on a celite bed and then the filtrate is concentr...